This data is from the Open Reaction Database (ORD), a public repository of structured organic reaction records. The task is: describe an organic reaction: reactants, conditions, products, and yield Starting materials: CCOC(C)=O, CCCCCC, CCO, [H][H], N#Cc1cc(C(F)(F)F)ccc1N, [NH4+], [OH-]. Yields the product NCc1cc(C(F)(F)F)ccc1N. Reaction SMILES: [C:22]([O:23][CH2:24][CH3:25])(=[O:26])[CH3:27].[CH3:16][CH2:17][CH2:18][CH2:19][CH2:20][CH3:21].[CH3:28][CH2:29][OH:30].[H:14][H:15].[NH2:1][c:2]1[c:3]([C:4]#[N:5])[cH:6][c:7]([C:10]([F:11])([F:12])[F:13])[cH:8][cH:9]1.[NH4+:31].[OH-:32]>>[NH2:1][c:2]1[c:3]([CH2:4][NH2:5])[cH:6][c:7]([C:10]([F:11])([F:12])[F:13])[cH:8][cH:9]1. Reactants: BrCC1=CC2=CC=CC=C2C=C1 (2-Bromomethylnaphthalene), C(C=C)OC1=C(C=O)C=CC=C1O (2-allyloxy-3-hydroxybenzaldehyde). Yields the product C(C=C)OC1=C(C=O)C=CC=C1OCC1=CC2=CC=CC=C2C=C1 (2-allyloxy-3-(naphth-2-ylmethoxy)benzaldehyde). The yield is 95.0%. Reaction SMILES: Br[CH2:2][C:3]1[CH:12]=[CH:11][C:10]2[C:5](=[CH:6][CH:7]=[CH:8][CH:9]=2)[CH:4]=1.[CH2:13]([O:16][C:17]1[C:24]([OH:25])=[CH:23][CH:22]=[CH:21][C:18]=1[CH:19]=[O:20])[CH:14]=[CH2:15]>>[CH2:13]([O:16][C:17]1[C:24]([O:25][CH2:2][C:3]2[CH:12]=[CH:11][C:10]3[C:5](=[CH:6][CH:7]=[CH:8][CH:9]=3)[CH:4]=2)=[CH:23][CH:22]=[CH:21][C:18]=1[CH:19]=[O:20])[CH:14]=[CH2:15]. Procedure details: 2-Bromomethylnaphthalene was reacted with 2-allyloxy-3-hydroxybenzaldehyde using the conditions described in Example 1 to give 2-allyloxy-3-(naphth-2-ylmethoxy)benzaldehyde as an oil in 95% yield. A mixture of the product so obtained (1.3 g), p-toluenethiol (0.8 g), sodium hydride (55% w/w dispersion in oil, 0.28 g) and dimethylformamide (10 ml) was heated to 100° C. for 1.3 hours. The mixture was partitioned between ethyl acetate and water. The organic layer was washed with water, dried (MgSO4)... The reactants are C1=CC=CC=2C3=CC=CC=C3C(C12)COC(NC1=C(C=C(C(=C1)S(=O)(=O)NCC=1C=NC=CC1)C)C)=O (9H-fluoren-9-ylmethyl(2,4-dimethyl-5-{[(pyridin-3-ylmethyl)amino]sulfonyl}phenyl)carbamate), N1CCCCC1 (piperidine), O (water), CCOC(=O)C (EtOAc). The solvent is CC(=O)N(C)C (DMA). Run at time 1 hour. Product: NC=1C(=CC(=C(C1)S(=O)(=O)NCC=1C=NC=CC1)C)C (5-Amino-2,4-dimethyl-N-(pyridin-3-ylmethyl)benzenesulfonamide). Reaction SMILES: C1C2C(COC(=O)[NH:17][C:18]3[CH:23]=[C:22]([S:24]([NH:27][CH2:28][C:29]4[CH:30]=[N:31][CH:32]=[CH:33][CH:34]=4)(=[O:26])=[O:25])[C:21]([CH3:35])=[CH:20][C:19]=3[CH3:36])C3C(=CC=CC=3)C=2C=CC=1.N1CCCCC1.O.CCOC(C)=O>CC(N(C)C)=O>[NH2:17][C:18]1[C:19]([CH3:36])=[CH:20][C:21]([CH3:35])=[C:22]([S:24]([NH:27][CH2:28][C:29]2[CH:30]=[N:31][CH:32]=[CH:33][CH:34]=2)(=[O:26])=[O:25])[CH:23]=1. Reported procedure: To a solution of 9H-fluoren-9-ylmethyl(2,4-dimethyl-5-{[(pyridin-3-ylmethyl)amino]sulfonyl}phenyl)carbamate (1.2 g, 2.3 mmol) in DMA (4.5 mL) was added piperidine (0.8 mL, 7.9 mmol). The reaction stirred at room temperature for one hour and was then poured into a separatory funnel containing water and EtOAc. The reaction was extracted with EtOAc and the organic extracts were dried over Na2SO4 and concentrated in vacuo.